Task: describe an organic reaction: reactants, conditions, products, and yield. Dataset: the Open Reaction Database (ORD), a public repository of structured organic reaction records Reactants: CC(C)(C)OC(=O)CNC(=O)C1=C(O)c2cc(Cl)c(Cl)cc2C2(CCOCC2)C1=O, O=C(O)C(F)(F)F. Product: O=C(O)CNC(=O)C1=C(O)c2cc(Cl)c(Cl)cc2C2(CCOCC2)C1=O. As a reaction SMILES: [Cl:1][c:2]1[cH:3][c:4]2[c:9]([cH:10][c:11]1[Cl:12])[C:8]1([C:7](=[O:18])[C:6]([C:19](=[O:20])[NH:21][CH2:22][C:23](=[O:24])[O:25][C:26]([CH3:27])([CH3:28])[CH3:29])=[C:5]2[OH:30])[CH2:13][CH2:14][O:15][CH2:16][CH2:17]1.[F:31][C:32]([F:33])([F:34])[C:35]([OH:36])=[O:37]>>[Cl:1][c:2]1[cH:3][c:4]2[c:9]([cH:10][c:11]1[Cl:12])[C:8]1([C:7](=[O:18])[C:6]([C:19](=[O:20])[NH:21][CH2:22][C:23](=[O:24])[OH:25])=[C:5]2[OH:30])[CH2:13][CH2:14][O:15][CH2:16][CH2:17]1. Starting materials: NC1=CC=C(OC2=CC(=NC=C2)C(=O)N)C=C1 (4-(4-aminophenoxy)-pyridine-2-carboxamide), ClC1=CC(=NC=C1)C(=O)NC (4-chloro-N-methyl-pyridine-2-carboxamide). The product is CNC(=O)CNC(=O)C1=NC=CC(=C1)OC1=CC=C(C=C1)N (4-(4-Aminophenoxy)pyridine-2-carboxylic acid methylcarbamoylmethylamide). Reaction SMILES: [NH2:1][C:2]1[CH:17]=[CH:16][C:5]([O:6][C:7]2[CH:12]=[CH:11][N:10]=[C:9]([C:13]([NH2:15])=[O:14])[CH:8]=2)=[CH:4][CH:3]=1.ClC1C=CN=[C:21]([C:25]([NH:27][CH3:28])=[O:26])C=1>>[CH3:28][NH:27][C:25]([CH2:21][NH:15][C:13]([C:9]1[CH:8]=[C:7]([O:6][C:5]2[CH:16]=[CH:17][C:2]([NH2:1])=[CH:3][CH:4]=2)[CH:12]=[CH:11][N:10]=1)=[O:14])=[O:26]. Procedure details: The title compound was prepared in the same manner described for 4-(4-aminophenoxy)-pyridine-2-carboxamide, substituting of 4-chloropyridine-2-carboxylic acid N-methylcarbamoylmethylamide for 4-chloro-N-methyl-pyridine-2-carboxamide.